From a dataset of the Open Reaction Database (ORD), a public repository of structured organic reaction records. describe an organic reaction: reactants, conditions, products, and yield Starting materials: FC=1C=CC(=NC1)C(=O)O (5-fluoro-2-pyridinecarboxylic acid), C(C)(C)(C)N (t-butylamine). The product is C(C)(C)(C)NC(=O)C1=NC=C(C=C1)F (N-t-Butyl-5-fluoro-2-pyridinecarboxamide). Reaction SMILES: [F:1][C:2]1[CH:3]=[CH:4][C:5]([C:8]([OH:10])=O)=[N:6][CH:7]=1.[C:11]([NH2:15])([CH3:14])([CH3:13])[CH3:12]>>[C:11]([NH:15][C:8]([C:5]1[CH:4]=[CH:3][C:2]([F:1])=[CH:7][N:6]=1)=[O:10])([CH3:14])([CH3:13])[CH3:12]. Procedure details: The title compound was prepared by the same method as that described in Example 39-3), using 5-fluoro-2-pyridinecarboxylic acid and t-butylamine. The reactants are ClCCC(=O)N1C2=C(N(C(C3=C1C=CC=C3)=O)C)C=CC=C2 (5-(3-chloro-propionyl)-5,10-dihydro-10-methyl-11H-dibenzo[b,e][1,4]diazepin-11-one), 8.4, CC1NC(CCC1)C (2,6-dimethyl piperidine). Run in C(C)(C)O (isopropanol). Yields the product CC1N(C(CCC1)C)CCC(=O)N1C2=C(N(C(C3=C1C=CC=C3)=O)C)C=CC=C2 (5,10-Dihydro-5-[3-(2,6-dimethyl-piperidino)-propionyl]-10-methyl-11H-dibenzo[b,e][1,4]diazepin-11-one). RXN SMILES: Cl[CH2:2][CH2:3][C:4]([N:6]1[C:12]2[CH:13]=[CH:14][CH:15]=[CH:16][C:11]=2[C:10](=[O:17])[N:9]([CH3:18])[C:8]2[CH:19]=[CH:20][CH:21]=[CH:22][C:7]1=2)=[O:5].[CH3:23][CH:24]1[CH2:29][CH2:28][CH2:27][CH:26]([CH3:30])[NH:25]1>C(O)(C)C>[CH3:23][CH:24]1[CH2:29][CH2:28][CH2:27][CH:26]([CH3:30])[N:25]1[CH2:2][CH2:3][C:4]([N:6]1[C:12]2[CH:13]=[CH:14][CH:15]=[CH:16][C:11]=2[C:10](=[O:17])[N:9]([CH3:18])[C:8]2[CH:19]=[CH:20][CH:21]=[CH:22][C:7]1=2)=[O:5]. Procedure: 6.3 gm (0.02 mol) of 5-(3-chloro-propionyl)-5,10-dihydro-10-methyl-11H-dibenzo[b,e][1,4]diazepin-11-one and 8.4 (0.075 mol) of 2,6-dimethyl piperidine were refluxed in 100 ml of isopropanol for 6 hours. The reaction mixture was worked up as described in Example 13. After recrystallization from ethyl acetate by addition of a little ether, 4.2 gm (54% of theory) of the title compound were obtained. Reactants: NC[C@H]1N(CCC[C@H]1C)C(=O)C1=NC(=CC=C1C1=NC=CC=N1)C (((2S,3R)-2-(aminomethyl)-3-methylpiperidin-1-yl)(6-methyl-3-(pyrimidin-2-yl)pyridin-2-yl)methanone), ClC=1N=NC(=CC1)C(F)(F)F (3-chloro-6-(trifluoromethyl)pyridazine). Yields the product C[C@H]1[C@H](N(CCC1)C(=O)C1=NC(=CC=C1C1=NC=CC=N1)C)CNC=1N=NC(=CC1)C(F)(F)F (((2S,3R)-3-Methyl-2-(((6-(trifluoromethyl)pyridazin-3-yl)amino)methyl)piperidin-1-yl)(6-methyl-3-(pyrimidin-2-yl)pyridin-2-yl)methanone). Reaction SMILES: [NH2:1][CH2:2][C@@H:3]1[C@H:8]([CH3:9])[CH2:7][CH2:6][CH2:5][N:4]1[C:10]([C:12]1[C:17]([C:18]2[N:23]=[CH:22][CH:21]=[CH:20][N:19]=2)=[CH:16][CH:15]=[C:14]([CH3:24])[N:13]=1)=[O:11].Cl[C:26]1[N:27]=[N:28][C:29]([C:32]([F:35])([F:34])[F:33])=[CH:30][CH:31]=1>>[CH3:9][C@@H:8]1[CH2:7][CH2:6][CH2:5][N:4]([C:10]([C:12]2[C:17]([C:18]3[N:23]=[CH:22][CH:21]=[CH:20][N:19]=3)=[CH:16][CH:15]=[C:14]([CH3:24])[N:13]=2)=[O:11])[C@@H:3]1[CH2:2][NH:1][C:26]1[N:27]=[N:28][C:29]([C:32]([F:35])([F:34])[F:33])=[CH:30][CH:31]=1. Procedure details: The title compound was prepared following the same general protocol as described for Example A1, using ((2S,3R)-2-(aminomethyl)-3-methylpiperidin-1-yl)(6-methyl-3-(pyrimidin-2-yl)pyridin-2-yl)methanone and 3-chloro-6-(trifluoromethyl)pyridazine. ESI-MS (m/z): 472 [M+1]+.